Dataset: the Open Reaction Database (ORD), a public repository of structured organic reaction records. Task: describe an organic reaction: reactants, conditions, products, and yield Reactants: CCOC(=O)CN1CC(NC(=O)c2ccc(Cl)s2)C(OC)C1, Nc1ccc(I)cc1F, [K+], [K+], [K+], Nc1ccc(N2CCOC2=O)cc1F, NCCN, O=C1NCCO1, C1COCCO1, O=P([O-])([O-])[O-]. Product: COC1CN(CC(=O)Nc2ccc(N3CCOC3=O)cc2F)CC1NC(=O)c1ccc(Cl)s1. RXN SMILES: [CH2:1]([O:2][C:4]([CH2:5][N:6]1[CH2:7][CH:8]([NH:13][C:14](=[O:15])[c:16]2[s:17][c:18]([Cl:21])[cH:19][cH:20]2)[CH:9]([O:11][CH3:12])[CH2:10]1)=[O:22])[CH3:3].[F:37][c:38]1[cH:39][c:40]([I:41])[cH:42][cH:43][c:44]1[NH2:45].[K+:61].[K+:62].[K+:63].[NH2:23][c:24]1[c:25]([F:36])[cH:26][c:27]([N:30]2[C:31](=[O:35])[O:32][CH2:33][CH2:34]2)[cH:28][cH:29]1.[NH2:52][CH2:53][CH2:54][NH2:55].[O:46]1[CH2:47][CH2:48][NH:49][C:50]1=[O:51].[O:64]1[CH2:65][CH2:66][O:67][CH2:68][CH2:69]1.[P:56]([O-:57])([O-:58])([O-:59])=[O:60]>>[C:4]([CH2:5][N:6]1[CH2:7][CH:8]([NH:13][C:14](=[O:15])[c:16]2[s:17][c:18]([Cl:21])[cH:19][cH:20]2)[CH:9]([O:11][CH3:12])[CH2:10]1)(=[O:22])[NH:23][c:24]1[c:25]([F:36])[cH:26][c:27]([N:30]2[C:31](=[O:35])[O:32][CH2:33][CH2:34]2)[cH:28][cH:29]1.